This data is from the Open Reaction Database (ORD), a public repository of structured organic reaction records. The task is: describe an organic reaction: reactants, conditions, products, and yield Product: Cc1cc(Nc2nccc(NC(=O)c3c(Cl)cc(C#N)cc3Cl)c2[N+](=O)[O-])nc(C)n1. As a reaction SMILES: [C:33](=[O:34])([O-:35])[O-:36].[CH3:137][O:138][CH2:139][CH2:140][O:141][CH3:142].[CH3:24][c:25]1[n:26][c:27]([CH3:32])[cH:28][c:29]([NH2:31])[n:30]1.[Cl:1][c:2]1[n:3][cH:4][cH:5][c:6]([NH:11][C:12]([c:13]2[c:14]([Cl:22])[cH:15][c:16]([C:20]#[N:21])[cH:17][c:18]2[Cl:19])=[O:23])[c:7]1[N+:8](=[O:9])[O-:10].[Cs+:37].[Cs+:38].[O:101]=[C:102]([CH:103]=[CH:104][c:105]1[cH:106][cH:107][cH:108][cH:109][cH:110]1)[CH:111]=[CH:112][c:113]1[cH:114][cH:115][cH:116][cH:117][cH:118]1.[O:119]=[C:120]([CH:121]=[CH:122][c:123]1[cH:124][cH:125][cH:126][cH:127][cH:128]1)[CH:129]=[CH:130][c:131]1[cH:132][cH:133][cH:134][cH:135][cH:136]1.[O:143]1[CH2:144][CH2:145][O:146][CH2:147][CH2:148]1.[O:83]=[C:84]([CH:85]=[CH:86][c:87]1[cH:88][cH:89][cH:90][cH:91][cH:92]1)[CH:93]=[CH:94][c:95]1[cH:96][cH:97][cH:98][cH:99][cH:100]1.[Pd:81].[Pd:82].[c:39]1([P:40]([c:41]2[cH:42][cH:43][cH:44][cH:45][cH:46]2)[c:47]2[c:48]3[c:72]([cH:73][cH:74][cH:75]2)[C:69]([CH3:70])([CH3:71])[c:51]2[c:50]([c:55]([P:56]([c:57]4[cH:58][cH:59][cH:60][cH:61][cH:62]4)[c:63]4[cH:64][cH:65][cH:66][cH:67][cH:68]4)[cH:54][cH:53][cH:52]2)[O:49]3)[cH:76][cH:77][cH:78][cH:79][cH:80]1>>[c:2]1([NH:31][c:29]2[cH:28][c:27]([CH3:32])[n:26][c:25]([CH3:24])[n:30]2)[n:3][cH:4][cH:5][c:6]([NH:11][C:12]([c:13]2[c:14]([Cl:22])[cH:15][c:16]([C:20]#[N:21])[cH:17][c:18]2[Cl:19])=[O:23])[c:7]1[N+:8](=[O:9])[O-:10]. Starting materials: O=C([O-])[O-], COCCOC, Cc1cc(N)nc(C)n1, N#Cc1cc(Cl)c(C(=O)Nc2ccnc(Cl)c2[N+](=O)[O-])c(Cl)c1, [Cs+], [Cs+], O=C(C=Cc1ccccc1)C=Cc1ccccc1, O=C(C=Cc1ccccc1)C=Cc1ccccc1, C1COCCO1, O=C(C=Cc1ccccc1)C=Cc1ccccc1, [Pd], [Pd], CC1(C)c2cccc(P(c3ccccc3)c3ccccc3)c2Oc2c(P(c3ccccc3)c3ccccc3)cccc21. Reactants: N([C@@H](C)C(=O)O)C(=O)OCC1=CC=CC=C1 (N-CBZ-Ala). The solvent is C1CCOC1 (THF). Reaction conditions: temperature 45 celsius. The product is C(C1=CC=CC=C1)OC([C@@H](NC(=O)OCC1=CC=CC=C1)C)=O (CBZ-alanine Benzyl Ester). As a reaction SMILES: [NH:1]([C:7]([O:9][CH2:10][C:11]1[CH:16]=[CH:15][CH:14]=[CH:13][CH:12]=1)=[O:8])[C@H:2]([C:4]([OH:6])=[O:5])[CH3:3]>C1COCC1>[CH2:10]([O:5][C:4](=[O:6])[C@H:2]([CH3:3])[NH:1][C:7]([O:9][CH2:10][C:11]1[CH:12]=[CH:13][CH:14]=[CH:15][CH:16]=1)=[O:8])[C:11]1[CH:16]=[CH:15][CH:14]=[CH:13][CH:12]=1. Procedure: CBZ-Ala (10, 0.825 g, 0.0037 mol) was added to a solution of 2 (R=Bn, 2.8 g, 200 mol %) in 15 mL of THF. The reaction was heated at 45° C. for 20 h, after which the reaction was cooled, evaporated and following the general procedure gave 16 as a clear oil, 1.07 g, 92%: [α]25D -31.7° (c 1.1, EtOH); IR 3340, 3060, 3030, 1720; 1H NMR δ 7.45-7.28 (m, 10H), 5.43 (d, 1H, J=7), 5.15-5.08 (m, 4H), 4.43-4.40 (m, 1H), 1.38 (d, 3H, J=7.1). Anal. Calcd for C18H19NO4 : C, 69.0; H, 6.1,; N, 4.5. Found: C, 69.... The solvent is C(C)#N (acetonitrile). Yields the product IC=1C(NC(=NC1C(F)(F)F)SC(C)C)=O (5-iodo-2-isopropylthio-6-trifluoromethyl-3H-pyrimidin-4-one). Reported procedure: 2-Isopropylthio-6-trifluoromethyl-3H-pyrimidin-4-one (23.3 g) was dissolved in acetonitrile (230 ml) and N-iodosuccinimide (24.2 g) was added at room temperature with stirring. The mixture was refluxed for 2.5 hr and the solvent was removed under reduced pressure. The precipitates were dissolved in ethyl acetate, and then washed with aqueous sodium thiosulfate, water and brine, respectively. The ethyl acetate layer was dried over magnesium sulfite and the solvent was removed under reduced pressu... The yield is 97.7%. Starting materials: C(C)(C)SC1=NC(=CC(N1)=O)C(F)(F)F (2-Isopropylthio-6-trifluoromethyl-3H-pyrimidin-4-one), IN1C(CCC1=O)=O (N-iodosuccinimide). As a reaction SMILES: [CH:1]([S:4][C:5]1[NH:10][C:9](=[O:11])[CH:8]=[C:7]([C:12]([F:15])([F:14])[F:13])[N:6]=1)([CH3:3])[CH3:2].[I:16]N1C(=O)CCC1=O>C(#N)C>[I:16][C:8]1[C:9](=[O:11])[NH:10][C:5]([S:4][CH:1]([CH3:3])[CH3:2])=[N:6][C:7]=1[C:12]([F:14])([F:15])[F:13]. The reactants are COc1ccc(-c2ccc(N(C)C=O)cc2)cc1CNC1CCC(N(C)C(=O)OC(C)(C)C)CC1, O=C(Cl)c1sc2ccccc2c1Cl. Yields the product COc1ccc(-c2ccc(N(C)C=O)cc2)cc1CN(C(=O)c1sc2ccccc2c1Cl)C1CCC(N(C)C(=O)OC(C)(C)C)CC1. RXN SMILES: [CH:1](=[O:2])[N:3]([c:4]1[cH:5][cH:6][c:7](-[c:10]2[cH:11][c:12]([CH2:18][NH:19][CH:20]3[CH2:21][CH2:22][CH:23]([N:26]([C:27]([O:28][C:29]([CH3:30])([CH3:31])[CH3:32])=[O:33])[CH3:34])[CH2:24][CH2:25]3)[c:13]([O:16][CH3:17])[cH:14][cH:15]2)[cH:8][cH:9]1)[CH3:35].[Cl:36][c:37]1[c:38]2[c:39]([s:40][c:41]1[C:42](=[O:43])[Cl:44])[cH:45][cH:46][cH:47][cH:48]2>>[CH:1](=[O:2])[N:3]([c:4]1[cH:5][cH:6][c:7](-[c:10]2[cH:11][c:12]([CH2:18][N:19]([CH:20]3[CH2:21][CH2:22][CH:23]([N:26]([C:27]([O:28][C:29]([CH3:30])([CH3:31])[CH3:32])=[O:33])[CH3:34])[CH2:24][CH2:25]3)[C:42]([c:41]3[c:37]([Cl:36])[c:38]4[c:39]([s:40]3)[cH:45][cH:46][cH:47][cH:48]4)=[O:43])[c:13]([O:16][CH3:17])[cH:14][cH:15]2)[cH:8][cH:9]1)[CH3:35]. Starting materials: C(C)C1=CC=C(CC2=C(C#N)C=C(C(=C2)[C@]2(O)[C@H](OC(C)=O)[C@@H](OC(C)=O)[C@H](OC(C)=O)[C@H](O2)COC(C)=O)OC)C=C1 (2-(4-ethylbenzyl)-5-methoxy-4-(2,3,4,6-tetra-O-acetyl-β-D-glucopyranos-1-yl)-benzonitrile), Cl.[NH+]1=CC=CC=C1 (pyridinium hydrochloride). Solvent: O (water). Reaction conditions: temperature 215 celsius, time 1 hour. Yields the product C(C)C1=CC=C(CC2=C(C#N)C=C(C(=C2)[C@]2(O)[C@H](O)[C@@H](O)[C@H](O)[C@H](O2)CO)O)C=C1 (2-(4-Ethylbenzyl)-4-(β-D-glucopyranos-1-yl)-5-hydroxy-benzonitrile). RXN SMILES: [CH2:1]([C:3]1[CH:43]=[CH:42][C:6]([CH2:7][C:8]2[CH:15]=[C:14]([C@:16]3([O:34][C@H:33]([CH2:35][O:36]C(=O)C)[C@@H:28]([O:29]C(=O)C)[C@H:23]([O:24]C(=O)C)[C@H:18]3[O:19]C(=O)C)[OH:17])[C:13]([O:40]C)=[CH:12][C:9]=2[C:10]#[N:11])=[CH:5][CH:4]=1)[CH3:2].Cl.[NH+]1C=CC=CC=1>O>[CH2:1]([C:3]1[CH:4]=[CH:5][C:6]([CH2:7][C:8]2[CH:15]=[C:14]([C@:16]3([O:34][C@H:33]([CH2:35][OH:36])[C@@H:28]([OH:29])[C@H:23]([OH:24])[C@H:18]3[OH:19])[OH:17])[C:13]([OH:40])=[CH:12][C:9]=2[C:10]#[N:11])=[CH:42][CH:43]=1)[CH3:2] |f:1.2|. Reported procedure: A mixture of 2-(4-ethylbenzyl)-5-methoxy-4-(2,3,4,6-tetra-O-acetyl-β-D-glucopyranos-1-yl)-benzonitrile (0.80 g) and pyridinium hydrochloride (9.0 g) is heated at 215° C. for 1 h. After cooling to ambient temperature, water is added and the resulting solution is extracted with ethyl acetate. The combined organic extracts are dried (MgSO4) and the solvent is removed under reduced pressure. The residue is dissolved in methanol (10 mL) and treated with 4 M aqueous NaOH solution (2.2 mL). The solutio...